Dataset: the Open Reaction Database (ORD), a public repository of structured organic reaction records. Task: describe an organic reaction: reactants, conditions, products, and yield Starting materials: ClCCl, CN(C)C=O, O=C(O)C(CC1CCCC1)c1cccc(C(F)(F)F)c1, CCN(C(C)C)C(C)C, O=C(Cl)C(=O)Cl, Nc1nccs1, C1CCOC1. The product is O=C(Nc1nccs1)C(CC1CCCC1)c1cccc(C(F)(F)F)c1. As a reaction SMILES: [CH2:42]([Cl:43])[Cl:44].[CH3:50][N:51]([CH3:52])[CH:53]=[O:54].[CH:1]1([CH2:6][CH:7]([C:8](=[O:9])[OH:10])[c:11]2[cH:12][c:13]([C:17]([F:18])([F:19])[F:20])[cH:14][cH:15][cH:16]2)[CH2:2][CH2:3][CH2:4][CH2:5]1.[CH:33]([N:34]([CH2:35][CH3:36])[CH:37]([CH3:38])[CH3:39])([CH3:40])[CH3:41].[Cl:21][C:22]([C:23]([Cl:24])=[O:25])=[O:26].[NH2:27][c:28]1[s:29][cH:30][cH:31][n:32]1.[O:45]1[CH2:46][CH2:47][CH2:48][CH2:49]1>>[CH:1]1([CH2:6][CH:7]([C:8](=[O:10])[NH:27][c:28]2[s:29][cH:30][cH:31][n:32]2)[c:11]2[cH:12][c:13]([C:17]([F:18])([F:19])[F:20])[cH:14][cH:15][cH:16]2)[CH2:2][CH2:3][CH2:4][CH2:5]1.